describe an organic reaction: reactants, conditions, products, and yield From a dataset of the Open Reaction Database (ORD), a public repository of structured organic reaction records. Starting materials: COC1=C(C=O)C=CC=C1 (o-methoxybenzaldehyde), C(CC(=O)OCC)(=O)OCC (diethyl malonate). The product is COC1=C(C=C(C(=O)OCC)C(=O)OCC)C=CC=C1 (diethyl o-methoxybenzylidenemalonate). Reaction SMILES: [CH3:1][O:2][C:3]1[CH:10]=[CH:9][CH:8]=[CH:7][C:4]=1[CH:5]=O.[C:11]([O:19][CH2:20][CH3:21])(=[O:18])[CH2:12][C:13]([O:15][CH2:16][CH3:17])=[O:14]>>[CH3:1][O:2][C:3]1[CH:10]=[CH:9][CH:8]=[CH:7][C:4]=1[CH:5]=[C:12]([C:13]([O:15][CH2:16][CH3:17])=[O:14])[C:11]([O:19][CH2:20][CH3:21])=[O:18]. Reported procedure: By Knoevenagel condensation of o-methoxybenzaldehyde with diethyl malonate, there was obtained diethyl o-methoxybenzylidenemalonate, boiling point 140° C./0.05 Torr.